Dataset: the Open Reaction Database (ORD), a public repository of structured organic reaction records. Task: describe an organic reaction: reactants, conditions, products, and yield Reactants: C1=C(CCC2=CC=CC=C12)B(O)O (3,4-dihydro-naphthalene-2-boronic acid), Cl.CCOCC (HCl Et2O), ClC=1C=C(N=NC1)CN1C(=NC=C1)C (5-Chloro-3-(2-methyl-imidazol-1-yl-methyl)-pyridazine), [O-]P(=O)([O-])[O-].[K+].[K+].[K+] (K3PO4), C1=C(CCC2=CC=CC=C12)B(O)O (3,4-dihydro-naphthalene-2-boronic acid). The reagents and catalysts are C=1C=CC(=CC1)[P](C=2C=CC=CC2)(C=3C=CC=CC3)[Pd]([P](C=4C=CC=CC4)(C=5C=CC=CC5)C=6C=CC=CC6)([P](C=7C=CC=CC7)(C=8C=CC=CC8)C=9C=CC=CC9)[P](C=1C=CC=CC1)(C=1C=CC=CC1)C=1C=CC=CC1 (tetrakis(triphenylphosphine)palladium), C1(=C(C=CC=C1)P(C1CCCCC1)C1CCCCC1)C1=CC=CC=C1 (biphenyl-2-yl-dicyclohexyl-phosphane), C=1C=CC(=CC1)[P](C=2C=CC=CC2)(C=3C=CC=CC3)[Pd]([P](C=4C=CC=CC4)(C=5C=CC=CC5)C=6C=CC=CC6)([P](C=7C=CC=CC7)(C=8C=CC=CC8)C=9C=CC=CC9)[P](C=1C=CC=CC1)(C=1C=CC=CC1)C=1C=CC=CC1 (Tetrakis(triphenylphosphine)palladium), C1(=C(C=CC=C1)P(C1CCCCC1)C1CCCCC1)C1=CC=CC=C1 (biphenyl-2-yl-dicyclohexyl-phosphane). Solvent: CO (MeOH), C1(=CC=CC=C1)C (toluene). Reaction conditions: time 12 hour. The product is Cl.C1=C(CCC2=CC=CC=C12)C=1C=C(N=NC1)CN1C(=NC=C1)C (5-(3,4-Dihydro-naphthalen-2-yl)-3-(2-methyl-imidazol-1-yl-methyl)-pyridazine hydrochloride). The yield is 60.3%. RXN SMILES: [O-]P([O-])([O-])=O.[K+].[K+].[K+].[CH:9]1[C:18]2[C:13](=[CH:14][CH:15]=[CH:16][CH:17]=2)[CH2:12][CH2:11][C:10]=1B(O)O.[Cl:22][C:23]1[CH:24]=[C:25]([CH2:29][N:30]2[CH:34]=[CH:33][N:32]=[C:31]2[CH3:35])[N:26]=[N:27][CH:28]=1.Cl.CCOCC>C1(C)C=CC=CC=1.CO.C1C=CC([P]([Pd]([P](C2C=CC=CC=2)(C2C=CC=CC=2)C2C=CC=CC=2)([P](C2C=CC=CC=2)(C2C=CC=CC=2)C2C=CC=CC=2)[P](C2C=CC=CC=2)(C2C=CC=CC=2)C2C=CC=CC=2)(C2C=CC=CC=2)C2C=CC=CC=2)=CC=1.C1(C2C=CC=CC=2)C=CC=CC=1P(C1CCCCC1)C1CCCCC1>[ClH:22].[CH:9]1[C:18]2[C:13](=[CH:14][CH:15]=[CH:16][CH:17]=2)[CH2:12][CH2:11][C:10]=1[C:23]1[CH:24]=[C:25]([CH2:29][N:30]2[CH:34]=[CH:33][N:32]=[C:31]2[CH3:35])[N:26]=[N:27][CH:28]=1 |f:0.1.2.3,6.7,12.13,^1:54,56,75,94|. Procedure details: Tetrakis(triphenylphosphine)palladium (0.02 g, 0.017 mmol), biphenyl-2-yl-dicyclohexyl-phosphane (0.005 g, 0.014 mmol), K3PO4 (0.21 g, 1 mmol) and 3,4-dihydro-naphthalene-2-boronic acid (0.13 g, 0.7 mmol) were mixed in degassed toluene (2 ml). 5-Chloro-3-(2-methyl-imidazol-1-yl-methyl)-pyridazine (0.1 g, 0.48 mmol) was added and the mixture was refluxed for 24 hours. After further addition of tetrakis(triphenylphosphine)palladium (0.02 g, 0.017 mmol), biphenyl-2-yl-dicyclohexyl-phosphane (0.005 ... Starting materials: [Al+3], CCOCC, CCOC(=O)c1cc2cc(-c3ccc(OC(F)(F)F)cc3)ccc2n1Cc1ccc(C)cc1, [H-], [H-], [H-], [H-], [Li+]. The product is Cc1ccc(Cn2c(CO)cc3cc(-c4ccc(OC(F)(F)F)cc4)ccc32)cc1. RXN SMILES: [Al+3:2].[CH2:40]([O:41][CH2:42][CH3:43])[CH3:44].[CH3:7][c:8]1[cH:9][cH:10][c:11]([CH2:12][n:13]2[c:14]([C:33](=[O:34])[O:35][CH2:36][CH3:37])[cH:15][c:16]3[cH:17][c:18](-[c:22]4[cH:23][cH:24][c:25]([O:28][C:29]([F:30])([F:31])[F:32])[cH:26][cH:27]4)[cH:19][cH:20][c:21]23)[cH:38][cH:39]1.[H-:1].[H-:4].[H-:5].[H-:6].[Li+:3]>>[CH3:7][c:8]1[cH:9][cH:10][c:11]([CH2:12][n:13]2[c:14]([CH2:33][OH:34])[cH:15][c:16]3[cH:17][c:18](-[c:22]4[cH:23][cH:24][c:25]([O:28][C:29]([F:30])([F:31])[F:32])[cH:26][cH:27]4)[cH:19][cH:20][c:21]23)[cH:38][cH:39]1.